describe an organic reaction: reactants, conditions, products, and yield From a dataset of the Open Reaction Database (ORD), a public repository of structured organic reaction records. Yields the product COc1ccc(C2(C)CN(Cc3ccccc3)C(=O)O2)cc1OCC1CC1. The reactants are BrCc1ccccc1, COc1ccc(C2(C)CNC(=O)O2)cc1OCC1CC1, CN(C)C=O, [H-], [Na+]. RXN SMILES: [Br:23][CH2:24][c:25]1[cH:26][cH:27][cH:28][cH:29][cH:30]1.[CH3:1][C:2]1([c:8]2[cH:9][c:10]([O:16][CH2:17][CH:18]3[CH2:19][CH2:20]3)[c:11]([O:14][CH3:15])[cH:12][cH:13]2)[CH2:3][NH:4][C:5](=[O:7])[O:6]1.[CH3:31][N:32]([CH3:33])[CH:34]=[O:35].[H-:21].[Na+:22]>>[CH3:1][C:2]1([c:8]2[cH:9][c:10]([O:16][CH2:17][CH:18]3[CH2:19][CH2:20]3)[c:11]([O:14][CH3:15])[cH:12][cH:13]2)[CH2:3][N:4]([CH2:24][c:25]2[cH:26][cH:27][cH:28][cH:29][cH:30]2)[C:5](=[O:7])[O:6]1. Starting materials: BrC=1C(=C(C(=O)OC)C=CC1)Cl (methyl 3-bromo-2-chlorobenzoate), [Li+].[B-](CC)(CC)CC (Super Hydride). Run in CCOC(=O)C (EtOAc), C1CCOC1 (THF). Run at time 16 hour. Product: BrC=1C(=C(C=CC1)CO)Cl ((3-bromo-2-chlorophenyl)methanol). As a reaction SMILES: [Br:1][C:2]1[C:3]([Cl:12])=[C:4]([CH:9]=[CH:10][CH:11]=1)[C:5](OC)=[O:6].[Li+].[B-](CC)(CC)CC>C1COCC1.CCOC(C)=O>[Br:1][C:2]1[C:3]([Cl:12])=[C:4]([CH2:5][OH:6])[CH:9]=[CH:10][CH:11]=1 |f:1.2,^1:13|. Reported procedure: To a solution of methyl 3-bromo-2-chlorobenzoate (1.9 g, 7.6 mmol) in THF (30 mL) was added Super Hydride (23 mL, 23 mmol) at 0° C. The reaction was allowed to stir for 16 hours. The reaction was diluted with EtOAc, washed with brine, dried over sodium sulfate, and purified by MPLC to provide (3-bromo-2-chlorophenyl)methanol. LC-MS (IE, m/z): 205 [M−17]+;